From a dataset of the Open Reaction Database (ORD), a public repository of structured organic reaction records. describe an organic reaction: reactants, conditions, products, and yield The reactants are C(C1=CC=CC=C1)OC=1C=C(C(=O)O)C=CC1S(N[C@@H](CC(=O)OC(C)(C)C)C(N(C)OC)=O)(=O)=O (3-benzyloxy-4-[(S)-2-tert-butoxycarbonyl-1-(methoxy-methyl-carbamoyl)-ethylsulfamoyl]-benzoic acid), CN1CCOCC1 (4-methyl morpholine), ON1N=NC2=C1C=CC=C2 (1-hydroxybenzotriazole), Cl.CN(CCCN=C=NCC)C (1-(3-dimethylaminopropyl)-3-ethylcarbodiimide hydrochloride), [OH-].[NH4+] (ammonium hydroxide). Solvent: O1CCCC1 (tetrahydrofuran), C(C)(=O)OCC (ethyl acetate). Conditions: temperature 0 celsius, time 1 hour. Product: C(C)(C)(C)OC(CC(C(=O)N(C)OC)NS(=O)(=O)C1=C(C=C(C=C1)C(N)=O)OCC1=CC=CC=C1)=O (3-(2-benzyloxy-4-carbamoyl-benzenesulfonylamino)-N-methoxy-N-methyl-succinamic acid tert-butyl ester). Isolated yield 82.3%. RXN SMILES: [CH2:1]([O:8][C:9]1[CH:10]=[C:11]([CH:15]=[CH:16][C:17]=1[S:18](=[O:36])(=[O:35])[NH:19][C@H:20]([C:29](=[O:34])[N:30]([O:32][CH3:33])[CH3:31])[CH2:21][C:22]([O:24][C:25]([CH3:28])([CH3:27])[CH3:26])=[O:23])[C:12](O)=[O:13])[C:2]1[CH:7]=[CH:6][CH:5]=[CH:4][CH:3]=1.C[N:38]1CCOCC1.ON1C2C=CC=CC=2N=N1.Cl.CN(C)CCCN=C=NCC.[OH-].[NH4+]>O1CCCC1.C(OCC)(=O)C>[C:25]([O:24][C:22](=[O:23])[CH2:21][CH:20]([NH:19][S:18]([C:17]1[CH:16]=[CH:15][C:11]([C:12](=[O:13])[NH2:38])=[CH:10][C:9]=1[O:8][CH2:1][C:2]1[CH:7]=[CH:6][CH:5]=[CH:4][CH:3]=1)(=[O:35])=[O:36])[C:29]([N:30]([O:32][CH3:33])[CH3:31])=[O:34])([CH3:28])([CH3:26])[CH3:27] |f:3.4,5.6|. Procedure details: To a solution of 3-benzyloxy-4-[(S)-2-tert-butoxycarbonyl-1-(methoxy-methyl-carbamoyl)-ethylsulfamoyl]-benzoic acid (8.0 g, 15.3 mmol) in tetrahydrofuran (150 ml) at 0° C. was added 4-methyl morpholine (2.5 ml, 22.9 mmol), 1-hydroxybenzotriazole (3.09 g, 22.90 mmol), followed by 1-(3-dimethylaminopropyl)-3-ethylcarbodiimide hydrochloride (4.40 g, 22.90 mmol). The reaction was stirred for 1 h at 0° C., then concentrated ammonium hydroxide was added (3.1 ml, 22.9 mmol). The reaction was allowed to... Reactants: CI (methyl iodide), CN(C=O)C (N,N-dimethylformamide), C(C=C)C1=C2CCC(C(C2=CC=C1O)=O)(C)C (5-allyl-6-hydroxy-2,2-dimethyl-3,4-dihydronaphthalen-1(2H)-one), C([O-])([O-])=O.[K+].[K+] (potassium carbonate). Run in C(C)(=O)OCC (ethyl acetate), O (Water). Conditions: time 8 hour. The product is C(C=C)C1=C2CCC(C(C2=CC=C1OC)=O)(C)C (5-Allyl-6-methoxy-2,2-dimethyl-3,4-dihydronaphthalen-1(2H)-one). The yield is 96.9%. Reaction SMILES: CI.[CH2:3]([C:6]1[C:15]([OH:16])=[CH:14][CH:13]=[C:12]2[C:7]=1[CH2:8][CH2:9][C:10]([CH3:19])([CH3:18])[C:11]2=[O:17])[CH:4]=[CH2:5].[C:20](=O)([O-])[O-].[K+].[K+].CN(C)C=O>C(OCC)(=O)C.O>[CH2:3]([C:6]1[C:15]([O:16][CH3:20])=[CH:14][CH:13]=[C:12]2[C:7]=1[CH2:8][CH2:9][C:10]([CH3:19])([CH3:18])[C:11]2=[O:17])[CH:4]=[CH2:5] |f:2.3.4|. Procedure: 575 μl of methyl iodide was added to a mixture consisting of 1.06 g of 5-allyl-6-hydroxy-2,2-dimethyl-3,4-dihydronaphthalen-1(2H)-one, 0.77 g of potassium carbonate, and 10 ml of N,N-dimethylformamide. The obtained mixture was stirred at room temperature under nitrogen atmosphere overnight. Water and ethyl acetate were added to the reaction solution, so as to obtain an organic layer. The obtained organic layer was washed with water (5 times) and a saturated sodium chloride solution, and then dri... The reactants are COC(CC=1C=C(C(=CC1)OC)C1=C(C=C(C=C1)C(F)(F)F)CN1C(NC(C1=O)(C1=CC=CC=C1)C)=O)=O ([6-methoxy-2′-(4-methyl-2,5-dioxo-4-phenyl-imidazolidin-1-ylmethyl)-4′-trifluoromethyl-biphenyl-3-yl]-acetic acid methyl ester), [H-].[Na+] (sodium hydride), Cl (HCl), BrCC(=O)OC (methyl bromoacetate). The solvent is CN(C)C=O (DMF), O (H2O), C(Cl)Cl (CH2Cl2). Conditions: time 40 minute. Yields the product COC(CC=1C=C(C(=CC1)OC)C1=C(C=C(C=C1)C(F)(F)F)CN1C(N(C(C1=O)(C1=CC=CC=C1)C)CC(=O)OC)=O)=O ([6-Methoxy-2′-(3-methoxycarbonylmethyl-4-methyl-2,5-dioxo-4-phenyl-imidazolidin-1-ylmethyl)-4′-trifluoromethyl-biphenyl-3-yl]-acetic acid methyl ester). RXN SMILES: [CH3:1][O:2][C:3](=[O:38])[CH2:4][C:5]1[CH:6]=[C:7]([C:13]2[CH:18]=[CH:17][C:16]([C:19]([F:22])([F:21])[F:20])=[CH:15][C:14]=2[CH2:23][N:24]2[C:28](=[O:29])[C:27]([CH3:36])([C:30]3[CH:35]=[CH:34][CH:33]=[CH:32][CH:31]=3)[NH:26][C:25]2=[O:37])[C:8]([O:11][CH3:12])=[CH:9][CH:10]=1.[H-].[Na+].Br[CH2:42][C:43]([O:45][CH3:46])=[O:44].Cl>CN(C=O)C.C(Cl)Cl.O>[CH3:1][O:2][C:3](=[O:38])[CH2:4][C:5]1[CH:6]=[C:7]([C:13]2[CH:18]=[CH:17][C:16]([C:19]([F:21])([F:22])[F:20])=[CH:15][C:14]=2[CH2:23][N:24]2[C:28](=[O:29])[C:27]([CH3:36])([C:30]3[CH:35]=[CH:34][CH:33]=[CH:32][CH:31]=3)[N:26]([CH2:42][C:43]([O:45][CH3:46])=[O:44])[C:25]2=[O:37])[C:8]([O:11][CH3:12])=[CH:9][CH:10]=1 |f:1.2|. Reported procedure: To [6-methoxy-2′-(4-methyl-2,5-dioxo-4-phenyl-imidazolidin-1-ylmethyl)-4′-trifluoromethyl-biphenyl-3-yl]-acetic acid methyl ester (0.087 g, 0.16 mmol) in DMF (0.9 mL) was added sodium hydride (60% in mineral oil; 0.013 g, 0.20 mmol), followed by methyl bromoacetate (0.02 mL, 0.18 mmol), and the reaction was stirred for 40 minutes. The mixture was worked-up with H2O, CH2Cl2, and 1N aqueous HCl, and then purified by silica gel chromatography (0-50% EtOAc in hexanes) to give the title compound. Starting materials: FC=1C=CC(=C(C(=O)Cl)C1)C(F)(F)F (5-fluoro-2-(trifluoromethyl)benzoyl chloride), C1(CCC1)CCNC(=O)C=1N=NC(=CC1)N1CCNCC1 (6-piperazin-1-yl-pyridazine-3-carboxylic acid (2-cyclobutylethyl)amide). The product is C1(CCC1)CCNC(=O)C=1N=NC(=CC1)N1CCN(CC1)C(C1=C(C=CC(=C1)F)C(F)(F)F)=O (6-[4-(5-FLUORO-2-TRIFLUOROMETHYLBENZOYL)PIPERAZIN-1-YL]PYRIDAZINE-3-CARBOXYLIC ACID (2-CYCLOBUTYLETHYL)AMIDE), powder. The yield is 71.0%. As a reaction SMILES: [F:1][C:2]1[CH:3]=[CH:4][C:5]([C:11]([F:14])([F:13])[F:12])=[C:6]([CH:10]=1)[C:7](Cl)=[O:8].[CH:15]1([CH2:19][CH2:20][NH:21][C:22]([C:24]2[N:25]=[N:26][C:27]([N:30]3[CH2:35][CH2:34][NH:33][CH2:32][CH2:31]3)=[CH:28][CH:29]=2)=[O:23])[CH2:18][CH2:17][CH2:16]1>>[CH:15]1([CH2:19][CH2:20][NH:21][C:22]([C:24]2[N:25]=[N:26][C:27]([N:30]3[CH2:31][CH2:32][N:33]([C:7](=[O:8])[C:6]4[CH:10]=[C:2]([F:1])[CH:3]=[CH:4][C:5]=4[C:11]([F:14])([F:13])[F:12])[CH2:34][CH2:35]3)=[CH:28][CH:29]=2)=[O:23])[CH2:18][CH2:17][CH2:16]1. Procedure details: Following the procedure of Example 3, making variations only as required to use 5-fluoro-2-(trifluoromethyl)benzoyl chloride in place of isoxazole-5-carbonyl chloride to react with 6-piperazin-1-yl-pyridazine-3-carboxylic acid (2-cyclobutylethyl)amide, the title compound was obtained as a white powder (71% yield). 1H NMR (300 MHz, CDCl3) δ 8.03, 7.83-7.71, 7.20, 7.06, 6.95, 4.01, 3.88-3.67, 3.40-3.28, 2.35, 1.89-1.57. 13C NMR (300 MHz, CDCl3) δ 166.0, 162.8, 162.6, 159.9, 145.5, 137.0, 19.7, 127... The reactants are CC(=O)Oc1c(C(C)C)cc(C(=O)O)cc1C(C)C, CN(C)C=O, O=S(Cl)Cl. Product: CC(=O)Oc1c(C(C)C)cc(C(=O)Cl)cc1C(C)C. As a reaction SMILES: [C:1]([CH3:2])(=[O:3])[O:4][c:5]1[c:6]([CH:17]([CH3:18])[CH3:19])[cH:7][c:8]([C:9](=[O:10])[OH:11])[cH:12][c:13]1[CH:14]([CH3:15])[CH3:16].[O:24]=[CH:25][N:26]([CH3:27])[CH3:28].[S:20]([Cl:21])([Cl:22])=[O:23]>>[C:1]([CH3:2])(=[O:3])[O:4][c:5]1[c:6]([CH:17]([CH3:18])[CH3:19])[cH:7][c:8]([C:9](=[O:10])[Cl:22])[cH:12][c:13]1[CH:14]([CH3:15])[CH3:16]. The reactants are N1=CC(=CC=C1)CNC(=O)C1=CC=C2CNC3=C(CN21)C=CC=C3 (N-(pyridin-3-ylmethyl)-10,11-dihydro-5H-pyrrolo[2,1-c][1,4]benzodiazepine-3-carboxamide), CC1=C(C(=CC=C1)C)C1=CC=C(C=C1)C(=O)Cl (2′,6′-dimethyl-1,1′-biphenyl-4-carboxylic acid chloride), C(C)(C)N(C(C)C)CC (N,N-diisopropylethyl amine). Solvent: O1CCCC1 (tetrahydrofuran), ClCCl (dichloromethane). Reaction conditions: time 18 hour. The product is CC1=C(C(=CC=C1)C)C1=CC=C(C=C1)C(=O)N1CC=2N(CC3=C1C=CC=C3)C(=CC2)C(=O)NCC=2C=NC=CC2 (10-[(2′,6′-Dimethyl-1,1′-biphenyl-4-yl)carbonyl]-N-(pyridin-3-ylmethyl)-10,11-dihydro-5H-pyrrolo[2,1-c][1,4]benzodiazepine-3-carboxamide). The yield is 60.9%. RXN SMILES: [CH3:1][C:2]1[CH:7]=[CH:6][CH:5]=[C:4]([CH3:8])[C:3]=1[C:9]1[CH:14]=[CH:13][C:12]([C:15](Cl)=[O:16])=[CH:11][CH:10]=1.[N:18]1[CH:23]=[CH:22][CH:21]=[C:20]([CH2:24][NH:25][C:26]([C:28]2[N:37]3[C:31]([CH2:32][NH:33][C:34]4[CH:41]=[CH:40][CH:39]=[CH:38][C:35]=4[CH2:36]3)=[CH:30][CH:29]=2)=[O:27])[CH:19]=1.C(N(CC)C(C)C)(C)C>ClCCl.O1CCCC1>[CH3:1][C:2]1[CH:7]=[CH:6][CH:5]=[C:4]([CH3:8])[C:3]=1[C:9]1[CH:14]=[CH:13][C:12]([C:15]([N:33]2[C:34]3[CH:41]=[CH:40][CH:39]=[CH:38][C:35]=3[CH2:36][N:37]3[C:28]([C:26]([NH:25][CH2:24][C:20]4[CH:19]=[N:18][CH:23]=[CH:22][CH:21]=4)=[O:27])=[CH:29][CH:30]=[C:31]3[CH2:32]2)=[O:16])=[CH:11][CH:10]=1. Reported procedure: A stirred solution of 2′,6′-dimethyl-1,1′-biphenyl-4-carboxylic acid of Step A (0.790 g, 3.5 mmol) in dichloromethane (15 mL) was treated under nitrogen with a catalytic amount of N,N-dimethylformamide followed by dropwise addition of 2N oxalyl chloride in dichloromethane (2.8 mL). After the gas evolution ceased the mixture was refluxed for 4 hours, cooled, and evaporated. The residue was azeotroped twice with benzene and dried in vacuo to provide 2′,6′-dimethyl-1,1′-biphenyl-4-carboxylic acid c... RXN SMILES: Cl[C:2]1[CH:27]=[CH:26][C:5]([C:6]([NH:8]C2C=CC(Cl)=C(NC(=O)C3C=CC=C(Cl)C=3)C=2)=[O:7])=[CH:4][N:3]=1.C(N1CCNCC1)(=O)C>>[C:6]([NH2:8])(=[O:7])[C:5]1[CH:26]=[CH:27][CH:2]=[N:3][CH:4]=1. The product is C(C1=CN=CC=C1)(=O)N (nicotinamide). Procedure details: 6-chloro-N-(4-chloro-3-(3-chlorobenzamido)phenyl)nicotinamide (0.16 mmol) was used in general procedure 3 with 1-acetylpiperazine (0.83 mmol). The product was purified by RP-HPLC to give 6-(4-acetylpiperazin-1-yl)-N-(4-chloro-3-(3-chlorobenzamido)phenyl))phenyl)nicotinamide. MS (Q1) 512.0 (M)+ Starting materials: ClC1=NC=C(C(=O)NC2=CC(=C(C=C2)Cl)NC(C2=CC(=CC=C2)Cl)=O)C=C1 (6-chloro-N-(4-chloro-3-(3-chlorobenzamido)phenyl)nicotinamide), C(C)(=O)N1CCNCC1 (1-acetylpiperazine). The reactants are CC(=O)O[BH-](OC(C)=O)OC(C)=O, O=C([O-])O, CC(=O)O, ClC(Cl)Cl, ClCCl, CC(C)(C)OC(=O)N1CCCC(CN)C1, [Na+], [Na+], O=Cc1cc2c(cn1)OCCO2. Product: CC(C)(C)OC(=O)N1CCCC(CNCc2cc3c(cn2)OCCO3)C1. RXN SMILES: [C:28]([O:29][BH-:30]([O:31][C:32](=[O:33])[CH3:34])[O:35][C:36](=[O:37])[CH3:38])(=[O:39])[CH3:40].[C:42](=[O:43])([O-:44])[OH:45].[CH3:54][C:55](=[O:56])[OH:57].[CH:50]([Cl:51])([Cl:52])[Cl:53].[Cl:47][CH2:48][Cl:49].[NH2:1][CH2:2][CH:3]1[CH2:4][N:5]([C:9](=[O:10])[O:11][C:12]([CH3:13])([CH3:14])[CH3:15])[CH2:6][CH2:7][CH2:8]1.[Na+:41].[Na+:46].[O:16]1[CH2:17][CH2:18][O:19][c:20]2[cH:21][n:22][c:23]([CH:26]=[O:27])[cH:24][c:25]21>>[NH:1]([CH2:2][CH:3]1[CH2:4][N:5]([C:9](=[O:10])[O:11][C:12]([CH3:13])([CH3:14])[CH3:15])[CH2:6][CH2:7][CH2:8]1)[CH2:26][c:23]1[n:22][cH:21][c:20]2[c:25]([cH:24]1)[O:16][CH2:17][CH2:18][O:19]2. Reaction SMILES: [Br:1][c:2]1[n:3][n:4]([CH:18]([CH3:19])[CH3:20])[c:5](=[O:17])[c:6]2[cH:7][c:8]([O:12][CH2:13][CH2:14][S:15][CH3:16])[cH:9][cH:10][c:11]12.[C:34]([P:35]([C:36]([CH3:37])([CH3:38])[CH3:39])[c:40]1[cH:41][cH:42][cH:43][cH:44][c:45]1-[c:46]1[cH:47][cH:48][cH:49][cH:50][cH:51]1)([CH3:52])([CH3:53])[CH3:54].[CH3:111][CH2:112][O:113][CH2:114][CH3:115].[CH3:21][C:22]([CH3:23])([O-:24])[CH3:25].[CH:57](=[CH:58][C:59]([CH:60]=[CH:61][c:62]1[cH:63][cH:64][cH:65][cH:66][cH:67]1)=[O:68])[c:69]1[cH:70][cH:71][cH:72][cH:73][cH:74]1.[CH:75](=[CH:76][C:77]([CH:78]=[CH:79][c:80]1[cH:81][cH:82][cH:83][cH:84][cH:85]1)=[O:86])[c:87]1[cH:88][cH:89][cH:90][cH:91][cH:92]1.[CH:93](=[CH:94][C:95]([CH:96]=[CH:97][c:98]1[cH:99][cH:100][cH:101][cH:102][cH:103]1)=[O:104])[c:105]1[cH:106][cH:107][cH:108][cH:109][cH:110]1.[NH2:27][c:28]1[n:29][nH:30][c:31]([CH3:33])[cH:32]1.[Na+:26].[Pd:55].[Pd:56]>>[c:2]1([NH:27][c:28]2[n:29][nH:30][c:31]([CH3:33])[cH:32]2)[n:3][n:4]([CH:18]([CH3:19])[CH3:20])[c:5](=[O:17])[c:6]2[cH:7][c:8]([O:12][CH2:13][CH2:14][S:15][CH3:16])[cH:9][cH:10][c:11]12. The reactants are CSCCOc1ccc2c(Br)nn(C(C)C)c(=O)c2c1, CC(C)(C)P(c1ccccc1-c1ccccc1)C(C)(C)C, CCOCC, CC(C)(C)[O-], O=C(C=Cc1ccccc1)C=Cc1ccccc1, O=C(C=Cc1ccccc1)C=Cc1ccccc1, O=C(C=Cc1ccccc1)C=Cc1ccccc1, Cc1cc(N)n[nH]1, [Na+], [Pd], [Pd]. The product is CSCCOc1ccc2c(Nc3cc(C)[nH]n3)nn(C(C)C)c(=O)c2c1. The reactants are CC1C(CCCC1=O)=O (2-methylcyclohexane-1,3-dione), [I-].[Li+] (lithium iodide), Cl.ClCN1C=NC(=C1)C1=CC=C(C=C1)F (1-(chloromethyl)-4-(4-fluorophenyl)-1H-imidazole hydrochloride), C1CCC2=NCCCN2CC1 (1,8-diazabicyclo[5.4.0]-7-undecene). Run in C1CCOC1 (THF), CCCCCCC (heptane), O (water), hexanes, C(C)(=O)OCC (ethyl acetate). Conditions: temperature 60 celsius, time 2 hour. The product is FC1=CC=C(C=C1)C=1N=CN(C1)CC1(C(CCCC1=O)=O)C (2((4-(4-fluorophenyl)-1H-imidazol-1-yl)methyl)-2-methylcyclohexane-1,3-dione). Yield: 60.0%. RXN SMILES: [CH3:1][CH:2]1[C:7](=[O:8])[CH2:6][CH2:5][CH2:4][C:3]1=[O:9].[I-].[Li+].C1CCN2C(=NCCC2)CC1.Cl.Cl[CH2:25][N:26]1[CH:30]=[C:29]([C:31]2[CH:36]=[CH:35][C:34]([F:37])=[CH:33][CH:32]=2)[N:28]=[CH:27]1>C(OCC)(=O)C.CCCCCCC.O.C1COCC1>[F:37][C:34]1[CH:35]=[CH:36][C:31]([C:29]2[N:28]=[CH:27][N:26]([CH2:25][C:2]3([CH3:1])[C:7](=[O:8])[CH2:6][CH2:5][CH2:4][C:3]3=[O:9])[CH:30]=2)=[CH:32][CH:33]=1 |f:1.2,4.5|. Procedure: To a stirred solution of 2-methylcyclohexane-1,3-dione (10 g, 79 mmol), lithium iodide (26 g, 194 mmol), and anhydrous THF (300 mL) cooled in a water bath was added 1,8-diazabicyclo[5.4.0]-7-undecene (14 mL, 94 mmol) dropwise under nitrogen. The mixture was stirred at RT for 40 min before 1-(chloromethyl)-4-(4-fluorophenyl)-1H-imidazole hydrochloride (9.8 g, 40 mmol) was added in one portion. The reaction mixture was stirred at RT for 3 hr and at 60° C. for 2 hr. After the mixture was cooled, wa...